The task is: describe an organic reaction: reactants, conditions, products, and yield. This data is from the Open Reaction Database (ORD), a public repository of structured organic reaction records. Starting materials: CSSC, CN(C)C=O, COc1cc2c(cc1OC)C(CCO)C(=O)N2, [H-], [Na+], [Na+], O=C([O-])O. Product: COc1cc2c(cc1OC)C(CCO)(SC)C(=O)N2. RXN SMILES: [CH3:20][S:21][S:22][CH3:23].[CH3:29][N:30]([CH3:31])[CH:32]=[O:33].[CH3:3][O:4][c:5]1[cH:6][c:7]2[c:11]([cH:12][c:13]1[O:14][CH3:15])[NH:10][C:9](=[O:16])[CH:8]2[CH2:17][CH2:18][OH:19].[H-:1].[Na+:24].[Na+:2].[OH:25][C:26](=[O:27])[O-:28]>>[CH3:3][O:4][c:5]1[cH:6][c:7]2[c:11]([cH:12][c:13]1[O:14][CH3:15])[NH:10][C:9](=[O:16])[C:8]2([CH2:17][CH2:18][OH:19])[S:21][CH3:20]. Reactants: CCO, Cc1cc2c(cn1)cc(-c1cc(N=C=S)ccc1C)c(=O)n2C, NNC(=O)c1ccccc1. Yields the product Cc1cc2c(cn1)cc(-c1cc(NC(=S)NNC(=O)c3ccccc3)ccc1C)c(=O)n2C. As a reaction SMILES: [CH3:34][CH2:35][OH:36].[N:1](=[C:2]=[S:3])[c:4]1[cH:5][cH:6][c:7]([CH3:23])[c:8](-[c:10]2[c:11](=[O:22])[n:12]([CH3:21])[c:13]3[cH:14][c:15]([CH3:20])[n:16][cH:17][c:18]3[cH:19]2)[cH:9]1.[NH2:24][NH:25][C:26](=[O:27])[c:28]1[cH:29][cH:30][cH:31][cH:32][cH:33]1>>[NH:1]([C:2](=[S:3])[NH:24][NH:25][C:26](=[O:27])[c:28]1[cH:29][cH:30][cH:31][cH:32][cH:33]1)[c:4]1[cH:5][cH:6][c:7]([CH3:23])[c:8](-[c:10]2[c:11](=[O:22])[n:12]([CH3:21])[c:13]3[cH:14][c:15]([CH3:20])[n:16][cH:17][c:18]3[cH:19]2)[cH:9]1. Reactants: CCCCN(CCCC)CCCC, CON, CC#N, Cl, O=P(Cl)(Cl)Cl, O=C(O)Cn1nnnc1S. Yields the product CONC(=O)Cn1nnnc1S. RXN SMILES: [CH2:11]([N:12]([CH2:13][CH2:14][CH2:15][CH3:16])[CH2:17][CH2:18][CH2:19][CH3:20])[CH2:21][CH2:22][CH3:23].[CH3:30][O:31][NH2:32].[CH3:33][C:34]#[N:35].[ClH:29].[P:24]([Cl:25])([Cl:26])([Cl:27])=[O:28].[SH:1][c:2]1[n:3][n:4][n:5][n:6]1[CH2:7][C:8](=[O:9])[OH:10]>>[SH:1][c:2]1[n:3][n:4][n:5][n:6]1[CH2:7][C:8](=[O:10])[NH:32][O:31][CH3:30]. Starting materials: CCOP(=O)(Cc1ccc(C(=O)O)cc1)OCC, C1CCOC1, CC(C)(C)[O-], O=Cc1nccs1, [K+], O. The product is O=C(O)c1ccc(C=Cc2nccs2)cc1. As a reaction SMILES: [CH2:1]([O:2][P:3]([O:4][CH2:5][CH3:6])(=[O:7])[CH2:9][c:10]1[cH:11][cH:12][c:13]([C:16](=[O:17])[OH:18])[cH:14][cH:15]1)[CH3:8].[CH2:25]1[O:26][CH2:27][CH2:28][CH2:29]1.[CH3:19][C:20]([CH3:21])([O-:22])[CH3:23].[CH:30](=[O:31])[c:32]1[s:33][cH:34][cH:35][n:36]1.[K+:24].[OH2:37]>>[CH:9]([c:10]1[cH:11][cH:12][c:13]([C:16](=[O:17])[OH:18])[cH:14][cH:15]1)=[CH:30][c:32]1[s:33][cH:34][cH:35][n:36]1. Reactants: ClC1=C(C(=C(C(=N1)Cl)Cl)Cl)Cl (pentachloropyridine), [Cl-].[NH4+] (ammonium chloride), [Cl-].[NH4+] (ammonium chloride). Reagents/catalysts: [Zn] (zinc). Run in CC(P([O-])(=O)[O-])C (dimethylmethanephosphonate), O (water). Conditions: time 40 minute. Product: ClC1=NC(=C(C=C1Cl)Cl)Cl (2,3,5,6 -tetrachloropyridine). Isolated yield 92.2%. As a reaction SMILES: [Cl:1][C:2]1[N:7]=[C:6]([Cl:8])[C:5]([Cl:9])=[C:4](Cl)[C:3]=1[Cl:11].[Cl-].[NH4+]>CC(C)P([O-])(=O)[O-].O.[Zn]>[Cl:8][C:6]1[C:5]([Cl:9])=[CH:4][C:3]([Cl:11])=[C:2]([Cl:1])[N:7]=1 |f:1.2|. Reported procedure: 12.76 g (0.05 mol) of pentachloropyridine is dissolved, by heating at 90° C., in 80 ml of dimethylmethanephosphonate. After the addition of 4.1 g (0.063 gram atom) of zinc dust, there is added dropwise to the clear solution in the course of 20 minutes, with vigorous stirring, a solution of 4.26 g (0.08 mol) of ammonium chloride in 15 ml of water. After the addition of the ammonium chloride solution has been completed, stirring is continued for 40 minutes. The reaction mixture obtained is then fi... Starting materials: resultant mixture, B.O1CCCC1 (borane tetrahydrofuran), FC1=C(C(=C(C(=C1C(=O)O)F)F)F)C1=CC=CC=C1 (2,4,5,6-tetrafluoro-[1,1'-biphenyl]-3-carboxylic acid). Solvent: C(C)OCC (diethyl ether), O (Water), O1CCCC1 (tetrahydrofuran), O (water). Yields the product FC1=C(C(=C(C(=C1CO)F)F)F)C1=CC=CC=C1 (2,4,5,6-tetrafluoro-[1,1'-biphenyl]-3-methanol). As a reaction SMILES: [F:1][C:2]1[C:7]([C:8](O)=[O:9])=[C:6]([F:11])[C:5]([F:12])=[C:4]([F:13])[C:3]=1[C:14]1[CH:19]=[CH:18][CH:17]=[CH:16][CH:15]=1.B.O1CCCC1>O1CCCC1.C(OCC)C.O>[F:1][C:2]1[C:7]([CH2:8][OH:9])=[C:6]([F:11])[C:5]([F:12])=[C:4]([F:13])[C:3]=1[C:14]1[CH:15]=[CH:16][CH:17]=[CH:18][CH:19]=1 |f:1.2|. Procedure details: Under a dry argon atmosphere 2,4,5,6-tetrafluoro-[1,1'-biphenyl]-3-carboxylic acid (21.6 g, 0.08 mole) was dissolved in 150 ml of tetrahydrofuran with stirring. During a 45 minute period 6.9 g of a borane-tetrahydrofuran complex (1.00 molar solution in tetrahydrofuran) was added to the reaction mixture. After complete addition, the reaction mixture was stirred at room temperature for approximately 23 hours. Water (5 ml) was added slowly to the reaction mixture, and the resultant mixture was stir...